Dataset: the Open Reaction Database (ORD), a public repository of structured organic reaction records. Task: describe an organic reaction: reactants, conditions, products, and yield The reactants are O=P(Cl)(Cl)Cl (POCl3), NC=1N=CC(=NC1C(NNC(=O)C=1SC=CC1OC)=O)C1=CC=C(C(=O)N(C)C)C=C1 (4-[5-amino-6-[[(3-methoxythiophene-2-carbonyl)amino]carbamoyl]pyrazin-2-yl]-N,N-dimethyl-benzamide), ice water. Solvent: ClCCl (dichloromethane), C(Cl)Cl (CH2Cl2). Reaction conditions: temperature 100 celsius. Yields the product NC=1N=CC(=NC1C=1OC(=NN1)C=1SC=CC1OC)C1=CC=C(C(=O)N(C)C)C=C1 (4-(5-amino-6-(5-(3-methoxythiophen-2-yl)-1,3,4-oxadiazol-2-yl)pyrazin-2-yl)-N,N-dimethylbenzamide). The yield is 23.0%. Reaction SMILES: O=P(Cl)(Cl)Cl.[NH2:6][C:7]1[N:8]=[CH:9][C:10]([C:26]2[CH:36]=[CH:35][C:29]([C:30]([N:32]([CH3:34])[CH3:33])=[O:31])=[CH:28][CH:27]=2)=[N:11][C:12]=1[C:13](=O)[NH:14][NH:15][C:16]([C:18]1[S:19][CH:20]=[CH:21][C:22]=1[O:23][CH3:24])=[O:17]>ClCCl>[NH2:6][C:7]1[N:8]=[CH:9][C:10]([C:26]2[CH:36]=[CH:35][C:29]([C:30]([N:32]([CH3:34])[CH3:33])=[O:31])=[CH:28][CH:27]=2)=[N:11][C:12]=1[C:13]1[O:17][C:16]([C:18]2[S:19][CH:20]=[CH:21][C:22]=2[O:23][CH3:24])=[N:15][N:14]=1. Procedure details: TBTU (160.4 mg, 0.4995 mmol) and Et3N (33.70 mg, 46.42 μL, 0.3330 mmol) were added to a solution of 4-(5-amino-6-(hydrazinecarbonyl)pyrazin-2-yl)-N,N-dimethylbenzamide (100 mg, 0.3330 mmol) and 3-methoxythiophene-2-carboxylic acid (52.67 mg, 0.3330 mmol) in CH2Cl2 (2.000 mL) and the resulting solution stirred at room temperature for 72 h. The reaction mixture was diluted with dichloromethane (5 mL) and water (5 mL) and the layers separated. The aqueous layer was extracted further with dichlorome... The reactants are P12(=S)SP3(=S)SP(=S)(S1)SP(=S)(S2)S3 (Phosphorus pentasulphide), C1=CC=CC2=C1C(NC1=C(S2)C=CC=C1)=O (10,11-dihydrodibenzo[b,f][1,4]thiazepin-11-one), Cl (hydrochloric acid). The solvent is N1=CC=CC=C1 (pyridine). The product is C1=CC=CC2=C1C(NC1=C(S2)C=CC=C1)=S (10,11-Dihydrodibenzo[b,f][1,4]thiazepin-11-thione). RXN SMILES: P12(SP3(SP(SP(S3)(S1)=S)(=S)S2)=S)=[S:2].[CH:15]1[C:20]2[C:21](=O)[NH:22][C:23]3[CH:29]=[CH:28][CH:27]=[CH:26][C:24]=3[S:25][C:19]=2[CH:18]=[CH:17][CH:16]=1.Cl>N1C=CC=CC=1>[CH:15]1[C:20]2[C:21](=[S:2])[NH:22][C:23]3[CH:29]=[CH:28][CH:27]=[CH:26][C:24]=3[S:25][C:19]=2[CH:18]=[CH:17][CH:16]=1. Procedure details: Phosphorus pentasulphide (1.2 eq) was added to a solution of 10,11-dihydrodibenzo[b,f][1,4]thiazepin-11-one (1.14 g, 5 mmol) in pyridine (40 ml) and heated under reflux for 15 hr. The mixture was allowed to cool and poured into hydrochloric acid (1.3M) at 0° C. Filtration of the yellow precipitate and purification by chromatography on silica (eluting with dichloromethane/methanol, 99:1) followed by recrystallisation from ethanol gave the title compound as yellow crystals (700 mg, m.p. 245°-246° ... Starting materials: BrC1=C(C=C(C=C1)C(=O)N1CCN(CC1)C1=NC=C(C=C1C)C)F ((4-bromo-3-fluorophenyl) [4-(3,5-dimethylpyridin-2-yl)piperazin-1-yl]methanone), CC=1C(=NC=C(C1)C)N1CCN(CC1)C(=O)C1=CC(=C(C=C1)N1C(N(CC1C)CC1=CC=C(C=C1)OC)=O)F (3-{4-[4-(3,5-dimethylpyridin-2-yl)piperazine-1-carbonyl]-2-fluorophenyl}-1-(4-methoxybenzyl)-4-methylimidazolidin-2-one), COC1=CC=C(CN2C(NC(C2)C)=O)C=C1 (1-(4-methoxybenzyl)-4-methylimidazolidin-2-one). Yields the product CC=1C(=NC=C(C1)C)N1CCN(CC1)C(=O)C1=CC(=C(C=C1)N1C(NCC1C)=O)F (1-{4-[4-(3,5-dimethylpyridin-2-yl)piperazine-1-carbonyl]-2-fluorophenyl}-5-methylimidazolidin-2-one). Reaction SMILES: BrC1C=CC(C(N2CCN(C3C(C)=CC(C)=CN=3)CC2)=O)=CC=1F.COC1C=CC(CN2CC(C)NC2=O)=CC=1.[CH3:41][C:42]1[C:43]([N:49]2[CH2:54][CH2:53][N:52]([C:55]([C:57]3[CH:62]=[CH:61][C:60]([N:63]4[CH:67]([CH3:68])[CH2:66][N:65](CC5C=CC(OC)=CC=5)[C:64]4=[O:78])=[C:59]([F:79])[CH:58]=3)=[O:56])[CH2:51][CH2:50]2)=[N:44][CH:45]=[C:46]([CH3:48])[CH:47]=1>>[CH3:41][C:42]1[C:43]([N:49]2[CH2:50][CH2:51][N:52]([C:55]([C:57]3[CH:62]=[CH:61][C:60]([N:63]4[CH:67]([CH3:68])[CH2:66][NH:65][C:64]4=[O:78])=[C:59]([F:79])[CH:58]=3)=[O:56])[CH2:53][CH2:54]2)=[N:44][CH:45]=[C:46]([CH3:48])[CH:47]=1. Procedure: Using (4-bromo-3-fluorophenyl) [4-(3,5-dimethylpyridin-2-yl)piperazin-1-yl]methanone (157 mg) described in Preparation Example 125 and 1-(4-methoxybenzyl)-4-methylimidazolidin-2-one (106 mg) described in Preparation Example 52 and by the reaction and treatment in the same manner as in Example 506, the title compound (86 mg) was obtained via 3-{4-[4-(3,5-dimethylpyridin-2-yl)piperazine-1-carbonyl]-2-fluorophenyl}-1-(4-methoxybenzyl)-4-methylimidazolidin-2-one. As a reaction SMILES: [C:1]([CH3:2])([CH3:3])([CH3:4])[c:5]1[cH:6][c:7]([Cl:15])[c:8]([OH:14])[c:9]([N+:11](=[O:12])[O-:13])[cH:10]1.[CH3:22][I:23].[CH3:24][C:25](=[O:26])[CH3:27].[K+:16].[K+:17].[O-:18][C:19]([O-:20])=[O:21]>>[C:1]([CH3:2])([CH3:3])([CH3:4])[c:5]1[cH:6][c:7]([Cl:15])[c:8]([O:14][CH3:19])[c:9]([N+:11](=[O:12])[O-:13])[cH:10]1. Starting materials: CC(C)(C)c1cc(Cl)c(O)c([N+](=O)[O-])c1, CI, CC(C)=O, [K+], [K+], O=C([O-])[O-]. Product: COc1c(Cl)cc(C(C)(C)C)cc1[N+](=O)[O-]. Starting materials: [OH-].[Na+] (sodium hydroxide), C(C)OC=1N(C(=C(N1)C1=CC=NN1C1=CC=C(C#N)C=C1)C)C1=CC(=CC=C1)C(F)(F)F (4-(5-{2-ethoxy-5-methyl-1-[3-(trifluoromethyl)phenyl]-1H-imidazol-4-yl}-1H-pyrazol-1-yl)benzonitrile), C(C)OC=1N(C(=C(N1)C1=CC=NN1C1=CC=C(C#N)C=C1)C)C1=CC(=CC=C1)C(F)(F)F (4-(5-{2-ethoxy-5-methyl-1-[3-(trifluoromethyl)phenyl]-1H-imidazol-4-yl}-1H-pyrazol-1-yl)benzonitrile), BrCCCS(=O)(=O)C (1-bromo-3-methanesulfonyl propane). Isolated yield 12.6%. Reaction SMILES: C([O:3][C:4]1[N:5]([C:23]2[CH:28]=[CH:27][CH:26]=[C:25]([C:29]([F:32])([F:31])[F:30])[CH:24]=2)[C:6]([CH3:22])=[C:7]([C:9]2[N:13]([C:14]3[CH:21]=[CH:20][C:17]([C:18]#[N:19])=[CH:16][CH:15]=3)[N:12]=[CH:11][CH:10]=2)[N:8]=1)C.Br[CH2:34][CH2:35][CH2:36][S:37]([CH3:40])(=[O:39])=[O:38].[OH-].[Na+]>C(#N)C.O>[CH3:22][C:6]1[N:5]([C:23]2[CH:28]=[CH:27][CH:26]=[C:25]([C:29]([F:31])([F:32])[F:30])[CH:24]=2)[C:4](=[O:3])[N:8]([CH2:34][CH2:35][CH2:36][S:37]([CH3:40])(=[O:39])=[O:38])[C:7]=1[C:9]1[N:13]([C:14]2[CH:15]=[CH:16][C:17]([C:18]#[N:19])=[CH:20][CH:21]=2)[N:12]=[CH:11][CH:10]=1 |f:2.3|. The product is CC1=C(N(C(N1C1=CC(=CC=C1)C(F)(F)F)=O)CCCS(=O)(=O)C)C1=CC=NN1C1=CC=C(C#N)C=C1 (4-(5-{5-Methyl-3-[3-(methylsulfonyl)propyl]-2-oxo-1-[3-(trifluoromethyl)phenyl]-2,3-dihydro-1H-imidazol-4-yl}-1H-pyrazol-1-yl)benzonitrile). Reaction conditions: temperature 120 celsius. The solvent is O (water), C(C)#N (acetonitrile), C(C)#N (acetonitrile), O (water). Reported procedure: A mixture of 4-(5-{2-ethoxy-5-methyl-1-[3-(trifluoromethyl)phenyl]-1H-imidazol-4-yl}-1H-pyrazol-1-yl)benzonitrile (intermediate 5) (66 mg, 0.15 mmol) and 1-bromo-3-methanesulfonyl propane (201 mg, 1.0 mmol) in acetonitrile (0.20 mL) was heated at 120° C. for 6 h. The mix was cooled to RT and diluted with acetonitrile (2 mL) and water (1 mL) then treated with 1M sodium hydroxide (0.20 ml). The mixture was heated at 50° C. for 2 h. The cold mixture was diluted with water (10 mL) and extracted with... Starting materials: solution, C[Mg]Br (methylmagnesium bromide), C1(CCCCO1)=O (valerolactone), C1CCOC1 (THF). Run at time 4.5 hour. Yields the product CC(CCCCO)(C)O (5-Methyl-1,5-hexanediol). Yield: 84.0%. Reaction SMILES: [CH3:1][Mg]Br.C1(=O)[O:9][CH2:8][CH2:7]CC1.[CH2:11]1[CH2:15][O:14][CH2:13][CH2:12]1>>[CH3:1][C:8]([OH:9])([CH3:7])[CH2:15][CH2:11][CH2:12][CH2:13][OH:14]. Procedure details: To 67 mL of a 3.0M solution of methylmagnesium bromide (201 mmol in ether) stirring at 0° C. under argon, was added dropwise a solution of valerolactone (5.0 g, 50 mmol) in 25 mL dry THF. A white precipitate was formed. After 30 minutes the reaction mixture was warmed up to room temperature. After 4.5 hours, the reaction was quenched with 12 mL of water and concentrated on a rotoevaporator. The residue was stirred with 50 mL EtOAc and 20 mL saturated aqueous NH4Cl. The 2 layers were separated. T... The reactants are [Al+3].[Cl-].[Cl-].[Cl-] (AlCl3), O (water), CC(=O)C1=CC=C(C=C1)S(=O)(=O)C (4-(methylsulfonyl)acetophenone), BrBr (Br2). The solvent is C(Cl)(Cl)Cl (CHCl3), C(Cl)(Cl)Cl (CHCl3). Yields the product BrCC(=O)C1=CC=C(C=C1)S(=O)(=O)C (2-bromo-1-(4-(methylsulfonyl)phenyl)ethanone). RXN SMILES: [CH3:1][C:2]([C:4]1[CH:9]=[CH:8][C:7]([S:10]([CH3:13])(=[O:12])=[O:11])=[CH:6][CH:5]=1)=[O:3].[Al+3].[Cl-].[Cl-].[Cl-].[Br:18]Br.O>C(Cl)(Cl)Cl>[Br:18][CH2:1][C:2]([C:4]1[CH:5]=[CH:6][C:7]([S:10]([CH3:13])(=[O:12])=[O:11])=[CH:8][CH:9]=1)=[O:3] |f:1.2.3.4|. Procedure: To a cooled (-5° C.) solution of 174 g of 4-(methylsulfonyl)acetophenone in 2.5 L of CHCl3 was added 20 mg of AlCl3, followed by a solution of 40 mL of Br2 in 300 mL CHCl3. The reaction mixture was then treated with 1.5 L of water and the CHCl3 was separated. The aqueous layer was extracted with 1 L of EtOAc. The combined extracts was dried over Na2SO4 and concentrated. The crude product was recystalized from 50/50 EtOAc/hexane to give 210 g of 2-bromo-1-(4-(methylsulfonyl)phenyl)ethanone as a w... Starting materials: CCOC(=O)c1ccc(Br)nc1, CN(C)C=O, [Cl-], [Li+], C[Sn](C)(C)c1ccccc1. The product is CCOC(=O)c1ccc(-c2ccccc2)nc1. Reaction SMILES: [CH2:1]([CH3:2])[O:3][C:4](=[O:5])[c:6]1[cH:7][cH:8][c:9]([Br:12])[n:10][cH:11]1.[CH3:25][N:26]([CH3:27])[CH:28]=[O:29].[Cl-:24].[Li+:23].[c:13]1([Sn:19]([CH3:20])([CH3:21])[CH3:22])[cH:14][cH:15][cH:16][cH:17][cH:18]1>>[CH2:1]([CH3:2])[O:3][C:4](=[O:5])[c:6]1[cH:7][cH:8][c:9](-[c:13]2[cH:14][cH:15][cH:16][cH:17][cH:18]2)[n:10][cH:11]1. The reactants are ClC=1C(=NC=C(C1)C#N)C(=O)O (3-chloro-5-cyano-pyridine-2-carboxylic acid), C(#N)C=1C=C(C(=NC1)C(=O)N)C (5-cyano-3-methyl-pyridine-2-carboxylic acid amide). The product is ClC=1C(=NC=C(C1)C#N)C(=O)N (3-Chloro-5-cyano-pyridine-2-carboxylic acid amide). Reaction SMILES: [Cl:1][C:2]1[C:3]([C:10]([OH:12])=O)=[N:4][CH:5]=[C:6]([C:8]#[N:9])[CH:7]=1.C(C1C=C(C)C(C(N)=O)=NC=1)#[N:14]>>[Cl:1][C:2]1[C:3]([C:10]([NH2:14])=[O:12])=[N:4][CH:5]=[C:6]([C:8]#[N:9])[CH:7]=1. Reported procedure: 3-Chloro-5-cyano-pyridine-2-carboxylic acid amide was prepared from 3-chloro-5-cyano-pyridine-2-carboxylic acid (CAS 1200497-81-9) in analogy to the procedure described for Amide 1.